This data is from the Open Reaction Database (ORD), a public repository of structured organic reaction records. The task is: describe an organic reaction: reactants, conditions, products, and yield Reactants: NC1=NC(=NS1)/C(/C(=O)N[C@H]1[C@@H]2N(C(=C(CS2)C[N+]=2N(C(=C(C2)CNC=O)NC=O)C)C(=O)[O-])C1=O)=N/OC(C)(C)C(=O)O (7β-[(Z)-2-(5-amino-1,2,4-thiadiazol-3-yl)-2-(1-carboxy-1-methylethoxyimino)acetamido]-3-(3-formamido-4-formamidomethyl-2-methyl-1-pyrazolio)methyl-3-cephem-4-carboxylate), Cl (hydrochloric acid), C(O)([O-])=O.[Na+] (sodium hydrogencarbonate). Run in CO (methanol). Reaction conditions: time 17 hour. Product: NC1=NC(=NS1)/C(/C(=O)N[C@H]1[C@@H]2N(C(=C(CS2)C[N+]=2N(C(=C(C2)CN)N)C)C(=O)[O-])C1=O)=N/OC(C)(C)C(=O)O (7β-[(Z)-2-(5-amino-1,2,4-thiadiazol-3-yl)-2-(1-carboxy-1-methylethoxyimino)acetamido]-3-(3-amino-4-aminomethyl-2-methyl-1-pyrazolio)methyl-3-cephem-4-carboxylate). Yield: 2.2%. As a reaction SMILES: [NH2:1][C:2]1[S:6][N:5]=[C:4](/[C:7](=[N:37]/[O:38][C:39]([C:42]([OH:44])=[O:43])([CH3:41])[CH3:40])/[C:8]([NH:10][C@@H:11]2[C:35](=[O:36])[N:13]3[C:14]([C:32]([O-:34])=[O:33])=[C:15]([CH2:18][N+:19]4[N:20]([CH3:31])[C:21]([NH:28]C=O)=[C:22]([CH2:24][NH:25]C=O)[CH:23]=4)[CH2:16][S:17][C@H:12]23)=[O:9])[N:3]=1.Cl.C(=O)([O-])O.[Na+]>CO>[NH2:1][C:2]1[S:6][N:5]=[C:4](/[C:7](=[N:37]/[O:38][C:39]([C:42]([OH:44])=[O:43])([CH3:41])[CH3:40])/[C:8]([NH:10][C@@H:11]2[C:35](=[O:36])[N:13]3[C:14]([C:32]([O-:34])=[O:33])=[C:15]([CH2:18][N+:19]4[N:20]([CH3:31])[C:21]([NH2:28])=[C:22]([CH2:24][NH2:25])[CH:23]=4)[CH2:16][S:17][C@H:12]23)=[O:9])[N:3]=1 |f:2.3|. Reported procedure: To a solution of 7β-[(Z)-2-(5-amino-1,2,4-thiadiazol-3-yl)-2-(1-carboxy-1-methylethoxyimino)acetamido]-3-(3-formamido-4-formamidomethyl-2-methyl-1-pyrazolio)methyl-3-cephem-4-carboxylate (2.5 g) in methanol (25 ml) was added concentrated hydrochloric acid (2.5 ml) at room temperature. The mixture was stirred at room temperature for 17 hours. The reaction mixture was adjusted to about pH 7 with saturated aqueous sodium hydrogencarbonate solution and concentrated in vacuo to remove methanol. The r... Reactants: C(C1=CC=CC=C1)NC(=O)NCC1=CC=CC=C1 (dibenzylurea), C(=O)(NC)NC (dimethylurea), C(C)(=O)OC(C)=O.C(C)(=O)O (acetic anhydride acetic acid). Product: C(#N)CC(=O)N(C(=O)NC)C (Cyanoacetyldimethylurea). The yield is 90.0%. Reaction SMILES: [CH2:1]([NH:8][C:9]([NH:11][CH2:12]C1C=CC=CC=1)=[O:10])C1C=CC=CC=1.[C:19](NC)([NH:21]C)=O.C(O[C:29](=[O:31])[CH3:30])(=O)C.C(O)(=O)C>>[C:19]([CH2:30][C:29]([N:11]([CH3:12])[C:9]([NH:8][CH3:1])=[O:10])=[O:31])#[N:21] |f:2.3|. Procedure: Cyanoacetyldimethylurea is prepared in analogy to Example 1. Instead of dibenzylurea, dimethylurea is employed. The product is worked up by stripping off the acetic anhydride/acetic acid mixture on a rotary evaporator under reduced pressure. The residue obtained in this way is recrystallized from water.